Dataset: the Open Reaction Database (ORD), a public repository of structured organic reaction records. Task: describe an organic reaction: reactants, conditions, products, and yield Starting materials: OC1CC(CC1)CC=O (3-hydroxy cyclopentyl-acetaldehyde). The reagents and catalysts are [Br-].C1(=CC=CC=C1)[P+](CCCC)(C1=CC=CC=C1)C1=CC=CC=C1 (triphenyl butyl phosphonium bromide). Product: C(C=CCCC)C1CC(CC1)O (3-(2-hexenyl)-cyclopentanol). Yield: 42.7%. As a reaction SMILES: [OH:1][CH:2]1[CH2:6][CH2:5][CH:4]([CH2:7][CH:8]=O)[CH2:3]1>[Br-].C1([P+](C2C=CC=CC=2)(C2C=CC=CC=2)CCCC)C=CC=CC=1>[CH2:7]([CH:4]1[CH2:5][CH2:6][CH:2]([OH:1])[CH2:3]1)[CH:8]=[CH:6][CH2:2][CH2:3][CH3:4] |f:1.2|. Reported procedure: Using the procedure of Example 3, 5 g of 3-hydroxy cyclopentyl-acetaldehyde and 20 g of triphenyl butyl phosphonium bromide were reacted and the product was chromatographed over silica gel. Elution with a 7-3 cyclohexane-ethyl acetate mixture yielded 1.4 g of 3-(2-hexenyl)-cyclopentanol.